From a dataset of the Open Reaction Database (ORD), a public repository of structured organic reaction records. describe an organic reaction: reactants, conditions, products, and yield Starting materials: CC(=O)O[BH-](OC(C)=O)OC(C)=O, O=C([O-])O, CCOC(=O)C1CC2(CCN(C(=O)OC(C)(C)C)CC2)CN1, CC(=O)O, CN(C)C=O, [Na+], [Na+], O=Cc1ccc(CN(Cc2ncc[nH]2)Cc2ncc[nH]2)cc1. Product: CCOC(=O)C1CC2(CCN(C(=O)OC(C)(C)C)CC2)CN1Cc1ccc(CN(Cc2ncc[nH]2)Cc2ncc[nH]2)cc1. As a reaction SMILES: [C:45]([O:46][BH-:47]([O:48][C:49](=[O:50])[CH3:51])[O:52][C:53](=[O:54])[CH3:55])(=[O:56])[CH3:57].[C:59](=[O:60])([O-:61])[OH:62].[CH2:23]1[NH:24][CH:25]([C:40](=[O:41])[O:42][CH2:43][CH3:44])[CH2:26][C:27]12[CH2:28][CH2:29][N:30]([C:33](=[O:34])[O:35][C:36]([CH3:37])([CH3:38])[CH3:39])[CH2:31][CH2:32]2.[CH3:64][C:65](=[O:66])[OH:67].[CH3:68][N:69]([CH3:70])[CH:71]=[O:72].[Na+:58].[Na+:63].[nH:1]1[c:2]([CH2:6][N:7]([CH2:8][c:9]2[nH:10][cH:11][cH:12][n:13]2)[CH2:14][c:15]2[cH:16][cH:17][c:18]([CH:19]=[O:20])[cH:21][cH:22]2)[n:3][cH:4][cH:5]1>>[nH:1]1[c:2]([CH2:6][N:7]([CH2:8][c:9]2[nH:10][cH:11][cH:12][n:13]2)[CH2:14][c:15]2[cH:16][cH:17][c:18]([CH2:19][N:24]3[CH2:23][C:27]4([CH2:26][CH:25]3[C:40](=[O:41])[O:42][CH2:43][CH3:44])[CH2:28][CH2:29][N:30]([C:33](=[O:34])[O:35][C:36]([CH3:37])([CH3:38])[CH3:39])[CH2:31][CH2:32]4)[cH:21][cH:22]2)[n:3][cH:4][cH:5]1. Reactants: 22, C(C)N1N=NNC1=O (1-ethyl-1,4-dihydro-5H-tetrazol-5-one), BrCCCl (1-bromo-2-chloroethane), C([O-])([O-])=O.[Na+].[Na+] (sodium carbonate), [I-].[K+] (potassium iodide). The solvent is CC(CC(C)=O)C (4-methyl-2-pentanone), O (water), O (water). Yields the product 28.4, ClCCN1N=NN(C1=O)CC (1-(2-chloroethyl)-4-ethyl-1,4-dihydro-5H-tetrazol-5-one). Yield: 80.0%. Reaction SMILES: [CH2:1]([N:3]1[C:7](=[O:8])[NH:6][N:5]=[N:4]1)[CH3:2].Br[CH2:10][CH2:11][Cl:12].C(=O)([O-])[O-].[Na+].[Na+].[I-].[K+]>O.CC(C)CC(=O)C>[Cl:12][CH2:11][CH2:10][N:6]1[C:7](=[O:8])[N:3]([CH2:1][CH3:2])[N:4]=[N:5]1 |f:2.3.4,5.6|. Procedure: A mixture of 22 parts of 1-ethyl-1,4-dihydro-5H-tetrazol-5-one, 45 parts of 1-bromo-2-chloroethane, 26 parts of sodium carbonate, 0.3 parts of potassium iodide and 240 parts of 4-methyl-2-pentanone is stirred and refluxed overnight with water-separator. The reaction mixture is cooled, water is added and the layers are separated. The aqueous phase is extracted three times with dichloromethane. The combined organic phases are dried, filtered and evaporated. The residue is purified by column-chroma... Reactants: ClC1=NC=C(C(=N1)N[C@H]1CC(N2CCC[C@H]2C1)(C)C)F ((7R,8aS)-N-(2-chloro-5-fluoropyrimidin-4-yl)-5,5-dimethyloctahydroindolizin-7-amine), NC=1C=CC(=C(C1)N1N=NN(C1=O)C)N1CCN(CC1)C1COC1 (1-(5-amino-2-(4-(oxetan-3-yl)piperazin-1-yl)phenyl)-4-methyl-1,4-dihydro-5H-tetrazol-5-one), CC=1C=CC(=CC1)S(=O)(=O)O (PTSA). The solvent is CC(C)O (iPrOH). Reaction conditions: temperature 120 celsius. The product is CC1(N2CCC[C@H]2C[C@H](C1)NC1=NC(=NC=C1F)NC=1C=CC(=C(C1)N1N=NN(C1=O)C)N1CCN(CC1)C1COC1)C (1-(5-((4-(((7R,8aS)-5,5-dimethyloctahydroindolizin-7-yl)amino)-5-fluoropyrimidin-2-yl)amino)-2-(4-(oxetan-3-yl)piperazin-1-yl)phenyl)-4-methyl-1,4-dihydro-5H-tetrazol-5-one). Yield: 55.0%. As a reaction SMILES: Cl[C:2]1[N:7]=[C:6]([NH:8][C@@H:9]2[CH2:17][C@H:16]3[N:12]([CH2:13][CH2:14][CH2:15]3)[C:11]([CH3:19])([CH3:18])[CH2:10]2)[C:5]([F:20])=[CH:4][N:3]=1.[NH2:21][C:22]1[CH:23]=[CH:24][C:25]([N:35]2[CH2:40][CH2:39][N:38]([CH:41]3[CH2:44][O:43][CH2:42]3)[CH2:37][CH2:36]2)=[C:26]([N:28]2[C:32](=[O:33])[N:31]([CH3:34])[N:30]=[N:29]2)[CH:27]=1.CC1C=CC(S(O)(=O)=O)=CC=1>CC(O)C>[CH3:18][C:11]1([CH3:19])[CH2:10][C@H:9]([NH:8][C:6]2[C:5]([F:20])=[CH:4][N:3]=[C:2]([NH:21][C:22]3[CH:23]=[CH:24][C:25]([N:35]4[CH2:40][CH2:39][N:38]([CH:41]5[CH2:44][O:43][CH2:42]5)[CH2:37][CH2:36]4)=[C:26]([N:28]4[C:32](=[O:33])[N:31]([CH3:34])[N:30]=[N:29]4)[CH:27]=3)[N:7]=2)[CH2:17][C@H:16]2[N:12]1[CH2:13][CH2:14][CH2:15]2. Procedure: A mixture of (7R,8aS)-N-(2-chloro-5-fluoropyrimidin-4-yl)-5,5-dimethyloctahydroindolizin-7-amine (0.2 g, 1.0 eq, 0.7 mmol), 1-(5-amino-2-(4-(oxetan-3-yl)piperazin-1-yl)phenyl)-4-methyl-1,4-dihydro-5H-tetrazol-5-one (0.3 g, 1.4 eq, 0.9 mmol), PTSA (0.4 g, 2.0 eq, 1.9 mmol) was taken in iPrOH (50 mL) and heated at 120° C. overnight. The volatiles were removed under vacuum to leave a crude solid. The solid was purified by column chromatography on silica gel (ISCO System) using 2M NH3 in MeOH/CH2Cl2...